describe an organic reaction: reactants, conditions, products, and yield From a dataset of the Open Reaction Database (ORD), a public repository of structured organic reaction records. Starting materials: Cl.NO (hydroxylamine hydrochloride), C([O-])([O-])=O.[Na+].[Na+] (sodium carbonate), FC(C1=CC=C(C=C1)S(=O)(=O)N1C2=C(OCC1)N=CC(=C2)C#N)(F)F (1-(4-(trifluoromethyl)phenylsulfonyl)-2,3-dihydro-1H-pyrido[2,3-b][1,4]oxazine-7-carbonitrile). Solvent: C(C)O (ethanol), O (water). Reaction conditions: temperature 80 celsius, time 16 hour. Yields the product ONC(=N)C1=CC2=C(OCCN2S(=O)(=O)C2=CC=C(C=C2)C(F)(F)F)N=C1 (N-hydroxy-1-(4-(trifluoromethyl)phenylsulfonyl)-2,3-dihydro-1H-pyrido[2,3-b][1,4]oxazine-7-carboximidamide). Isolated yield 98.0%. Reaction SMILES: [F:1][C:2]([F:25])([F:24])[C:3]1[CH:8]=[CH:7][C:6]([S:9]([N:12]2[CH2:17][CH2:16][O:15][C:14]3[N:18]=[CH:19][C:20]([C:22]#[N:23])=[CH:21][C:13]2=3)(=[O:11])=[O:10])=[CH:5][CH:4]=1.Cl.[NH2:27][OH:28].C(=O)([O-])[O-].[Na+].[Na+]>C(O)C.O>[OH:28][NH:27][C:22]([C:20]1[CH:19]=[N:18][C:14]2[O:15][CH2:16][CH2:17][N:12]([S:9]([C:6]3[CH:7]=[CH:8][C:3]([C:2]([F:25])([F:24])[F:1])=[CH:4][CH:5]=3)(=[O:11])=[O:10])[C:13]=2[CH:21]=1)=[NH:23] |f:1.2,3.4.5|. Procedure: To a suspension of 1-(4-(trifluoromethyl)phenylsulfonyl)-2,3-dihydro-1H-pyrido[2,3-b][1,4]oxazine-7-carbonitrile (75 mg, 0.203 mmol) in ethanol (2 mL) and water (0.5 mL) was added hydroxylamine hydrochloride (42.3 mg, 0.609 mmol) and sodium carbonate (108 mg, 1.015 mmol). The reaction was heated to 80° C. and stirred at that temperature for 16 h. The reaction mixture was concentrated in vacuo. The resulting paste was suspended in water (10 mL) and extracted with EtOAc (2×20 mL). The combined org... Run at time 6 hour. As a reaction SMILES: [C:1]([N:4]1[CH2:9][CH2:8][N:7]([CH2:10][C:11]2[CH:16]=[C:15]([CH3:17])[C:14]([OH:18])=[C:13]([Cl:19])[CH:12]=2)[CH2:6][CH2:5]1)(=[O:3])[CH3:2].[H-].[Na+].CS(O[CH2:27][CH:28]1[CH2:32][O:31][C:30]([CH2:40]Br)([C:33]2[CH:38]=[CH:37][C:36]([Cl:39])=[CH:35][CH:34]=2)[O:29]1)(=O)=O.[I-].[K+].[Na].[NH:45]1[CH:49]=[CH:48][N:47]=[CH:46]1>CC(N(C)C)=O>[Cl:39][C:36]1[CH:35]=[CH:34][C:33]([C:30]2([CH2:40][N:45]3[CH:49]=[CH:48][N:47]=[CH:46]3)[O:29][CH:28]([CH2:27][O:18][C:14]3[C:15]([CH3:17])=[CH:16][C:11]([CH2:10][N:7]4[CH2:6][CH2:5][N:4]([C:1](=[O:3])[CH3:2])[CH2:9][CH2:8]4)=[CH:12][C:13]=3[Cl:19])[CH2:32][O:31]2)=[CH:38][CH:37]=1 |f:1.2,4.5,^1:43|. Reactants: [I-].[K+] (potassium iodide), [Na] (sodium), N1C=NC=C1 (imidazole), C(C)(=O)N1CCN(CC1)CC1=CC(=C(C(=C1)C)O)Cl (4-(4-acetylpiperazin-1-ylmethyl)-2-chloro-6-methylphenol), [H-].[Na+] (sodium hydride), CS(=O)(=O)OCC1OC(OC1)(C1=CC=C(C=C1)Cl)CBr (2-bromomethyl-2-(4-chlorophenyl)-1,3-dioxolan-4-ylmethyl methanesulfonate). Product: ClC1=CC=C(C=C1)C1(OCC(O1)COC1=C(C=C(C=C1C)CN1CCN(CC1)C(C)=O)Cl)CN1C=NC=C1 (2-(4-Chlorophenyl)-2-(1H-imidazol-1-ylmethyl)-4-[4-(4-acetylpiperazin-1-ylmethyl)-2-chloro-6-methylphenoxymethyl]-1,3-dioxolane). Reported procedure: 2.8 g=10 mmoles of 4-(4-acetylpiperazin-1-ylmethyl)-2-chloro-6-methylphenol are added in portions, while cooling and stirring, to a suspension of 0.3 g=10 mmoles of sodium hydride (an 80% strength dispersion in oil) in 20 ml of dimethylacetamide at such a rate that the temperature does not exceed 20° C. 4.1 g=10 mmoles of 2-bromomethyl-2-(4-chlorophenyl)-1,3-dioxolan-4-ylmethyl methanesulfonate are then introduced in portions and stirring is continued for 6 hours at 80° C. 0.8 g=5 mmoles of pota... The solvent is CC(=O)N(C)C (dimethylacetamide). Starting materials: BrC=1C=C2C(=C(N(C2=CC1)S(=O)(=O)C1=CC=CC=C1)C(=O)OCC)S(=O)(=O)Cl (ethyl 5-bromo-3-(chlorosulfonyl)-1-(phenylsulfonyl)-1H-indole-2-carboxylate), N1CCSCC1 (thiomorpholine), ClC=1C=C2C(=C(N(C2=CC1)S(=O)(=O)C1=CC=CC=C1)C(=O)OCC)S(=O)(=O)Cl (ethyl 5-chloro-3-(chlorosulfonyl)-1-(phenylsulfonyl)-1H-indole-2-carboxylate), N1CCOCC1 (morpholine). Product: ClC=1C=C2C(=C(NC2=CC1)C(=O)OCC)S(=O)(=O)N1CCSCC1 (Ethyl 5-chloro3-(thiomorpholin-4-ylsulfonyl)-1H-indole-2-carboxylate). Reaction SMILES: BrC1C=[C:4]2[C:8](=CC=1)[N:7](S(C1C=CC=CC=1)(=O)=O)[C:6](C(OCC)=O)=[C:5]2[S:25](Cl)(=O)=O.[Cl:29][C:30]1[CH:31]=[C:32]2[C:36](=[CH:37][CH:38]=1)[N:35](S(C1C=CC=CC=1)(=O)=O)[C:34]([C:48]([O:50][CH2:51][CH3:52])=[O:49])=[C:33]2[S:53](Cl)(=[O:55])=[O:54].N1CCOCC1.N1CCSCC1>>[Cl:29][C:30]1[CH:31]=[C:32]2[C:36](=[CH:37][CH:38]=1)[NH:35][C:34]([C:48]([O:50][CH2:51][CH3:52])=[O:49])=[C:33]2[S:53]([N:7]1[CH2:6][CH2:5][S:25][CH2:4][CH2:8]1)(=[O:54])=[O:55]. Reported procedure: The titled compound was prepared using the procedures described in Steps B and C of Example 2, replacing in Step B ethyl 5-bromo-3-(chlorosulfonyl)-1-(phenylsulfonyl)-1H-indole-2-carboxylate with ethyl 5-chloro-3-(chlorosulfonyl)-1-(phenylsulfonyl)-1H-indole-2-carboxylate, and morpholine with thiomorpholine. Proton NMR for the product was consistent with the titled compound. ESI+MS: 389.1 [M+H]+. Conditions: time 5 day. Yields the product COC=1C=C(C=CC1OC)CCN(CCCN(S(=O)(=O)C1=CC(=C(C=C1)Cl)Cl)C(C)C)C (N-[3-[[2-(3,4-Dimethoxyphenyl)ethyl]methylamino]propyl]-N-(1-methylethyl)-3,4-dichloro-benzenesulfonamide). The reactants are ClCCCN(S(=O)(=O)C1=CC(=C(C=C1)Cl)Cl)C(C)C (N-(3-Chloropropyl)-N-isopropyl-3,4-dichlorobenzenesulfonamide), ClCl (chlorine), BrC(C)C (2-bromopropane), C(=O)([O-])[O-].[Cs+].[Cs+] (Cs2CO3), C(=O)([O-])[O-].[K+].[K+] (K2CO3), ClC=1C=C(C=CC1Cl)S(=O)(=O)Cl (3,4-dichlorobenzenesulfonyl chloride), OCCCN (3-hydroxypropylamine), N--CH3 homoveratrylamine. The solvent is C(C)OCC (diethyl ether), C=1(C(=CC=CC1)C)C (xylene). As a reaction SMILES: Cl[CH2:2][CH2:3][CH2:4][N:5]([CH:17]([CH3:19])[CH3:18])[S:6]([C:9]1[CH:14]=[CH:13][C:12]([Cl:15])=[C:11]([Cl:16])[CH:10]=1)(=[O:8])=[O:7].Cl[C:21]1[CH:22]=[C:23](S(Cl)(=O)=O)[CH:24]=[CH:25][C:26]=1Cl.OC[CH2:34][CH2:35][NH2:36].Br[CH:38](C)C.ClCl.[C:43]([O-:46])([O-])=O.[K+].[K+].[C:49]([O-:52])([O-])=O.[Cs+].[Cs+]>C1(C)C(C)=CC=CC=1.C(OCC)C>[CH3:49][O:52][C:21]1[CH:22]=[C:23]([CH2:34][CH2:35][N:36]([CH3:38])[CH2:2][CH2:3][CH2:4][N:5]([CH:17]([CH3:19])[CH3:18])[S:6]([C:9]2[CH:14]=[CH:13][C:12]([Cl:15])=[C:11]([Cl:16])[CH:10]=2)(=[O:8])=[O:7])[CH:24]=[CH:25][C:26]=1[O:46][CH3:43] |f:5.6.7,8.9.10|. Procedure details: N-(3-Chloropropyl)-N-isopropyl-3,4-dichlorobenzenesulfonamide, prepared by reacting 3,4-dichlorobenzenesulfonyl chloride with 3-hydroxypropylamine followed by N-alkylation with 2-bromopropane and displacement of the hydroxyl group by chlorine, (13.94 g), N--CH3 homoveratrylamine (8.23 g), K2CO3 (2.90 g) and Cs2CO3 (7.39 g) in xylene (300 mL) was heated and stirred for 5 days. The reaction was cooled, filtered and stripped to provide a partially solid crude product which was stirred with diethyl ... The reactants are C(C)C1=C(C=[N+](C=C1)[O-])F (4-ethyl-3-fluoropyridine-N-oxide), ClC1=CC(=NC=C1)C#N (4-chloro-2-pyridinecarbonitrile). The product is C(C)C1=C(C(=NC=C1)C#N)F (4-Ethyl-3-fluoro-2-pyridinecarbonitrile). RXN SMILES: [CH2:1]([C:3]1[CH:8]=[CH:7][N+:6]([O-])=[CH:5][C:4]=1[F:10])[CH3:2].ClC1C=C[N:15]=[C:14](C#N)C=1>>[CH2:1]([C:3]1[CH:8]=[CH:7][N:6]=[C:5]([C:14]#[N:15])[C:4]=1[F:10])[CH3:2]. Reported procedure: The title compound was prepared from 4-ethyl-3-fluoropyridine-N-oxide according to the procedure for preparing 4-chloro-2-pyridinecarbonitrile described in Example 33. Reactants: title Compound 10, Cl.CN(C)CC1=CC=C(C(=O)O)C=C1 (4-dimethylaminomethyl-benzoic acid HCl), C(CCCCCCC\C=C\CCCCCCCC)O (elaidyl alcohol). Yields the product CN(C)CC1=CC=C(C(=O)O)C=C1 (4-dimethylaminomethyl-benzoic acid). RXN SMILES: Cl.[CH3:2][N:3]([CH2:5][C:6]1[CH:14]=[CH:13][C:9]([C:10]([OH:12])=[O:11])=[CH:8][CH:7]=1)[CH3:4].C(O)CCCCCCC/C=C/CCCCCCCC>>[CH3:4][N:3]([CH2:5][C:6]1[CH:14]=[CH:13][C:9]([C:10]([OH:12])=[O:11])=[CH:8][CH:7]=1)[CH3:2] |f:0.1|. Reported procedure: The title Compound 10 (1.0 g, 2.1 mmol, 46%), mp: 194-6° C., was prepared from 4-dimethylaminomethyl-benzoic acid HCl (1.0 g, 4.6 mmol) by the procedure described in Example 5b, except that elaidyl alcohol was used instead of oleyl alcohol.